From a dataset of the Open Reaction Database (ORD), a public repository of structured organic reaction records. describe an organic reaction: reactants, conditions, products, and yield The reactants are CCc1cc(-c2nnc(-c3cc(C)c(C=O)s3)s2)cc(C)c1O, CNC, CCO. Product: CCc1cc(-c2nnc(-c3cc(C)c(CN(C)C)s3)s2)cc(C)c1O. RXN SMILES: [CH2:1]([CH3:2])[c:3]1[cH:4][c:5](-[c:11]2[n:12][n:13][c:14](-[c:16]3[cH:17][c:18]([CH3:23])[c:19]([CH:21]=[O:22])[s:20]3)[s:15]2)[cH:6][c:7]([CH3:10])[c:8]1[OH:9].[CH3:24][NH:25][CH3:26].[CH3:27][CH2:28][OH:29]>>[CH2:1]([CH3:2])[c:3]1[cH:4][c:5](-[c:11]2[n:12][n:13][c:14](-[c:16]3[cH:17][c:18]([CH3:23])[c:19]([CH2:21][N:25]([CH3:24])[CH3:26])[s:20]3)[s:15]2)[cH:6][c:7]([CH3:10])[c:8]1[OH:9]. Starting materials: NC(=O)CCC(=O)NBr, CCOC(C)=O, N#CCc1ccccc1Cl, ClC(Cl)(Cl)Cl, CC(C)(C#N)N=NC(C)(C)C#N. Product: N#CC(Br)c1ccccc1Cl. RXN SMILES: [Br:11][NH:12][C:13](=[O:14])[CH2:15][CH2:16][C:17]([NH2:18])=[O:19].[CH3:37][CH2:38][O:39][C:40]([CH3:41])=[O:42].[Cl:1][c:2]1[c:3]([CH2:4][C:5]#[N:6])[cH:7][cH:8][cH:9][cH:10]1.[Cl:32][C:33]([Cl:34])([Cl:35])[Cl:36].[N:20]([C:21]([CH3:22])([CH3:23])[C:24]#[N:25])=[N:26][C:27]([CH3:28])([CH3:29])[C:30]#[N:31]>>[Cl:1][c:2]1[c:3]([CH:4]([C:5]#[N:6])[Br:11])[cH:7][cH:8][cH:9][cH:10]1.